From a dataset of the Open Reaction Database (ORD), a public repository of structured organic reaction records. describe an organic reaction: reactants, conditions, products, and yield Reactants: ClC1=NC=2C=CC=CC2C=2N1C(N(N2)C2=CC=CC=C2)=O (5-chloro-2-phenyl-1,2,4-triazolo[4,3-c]quinazolin-3-one), C(C)(C)N(C(C)C)CC (N,N-diisopropylethylamine). The reagents and catalysts are [Pd] (Pd-C). Solvent: C(Cl)(Cl)Cl (CHCl3), C(C)O (ethanol). Conditions: time 8 hour. Product: C1(=CC=CC=C1)N1N=C2N(CNC=3C=CC=CC23)C1=O (2-phenyl-5,6-dihydro-1,2,4-triazolo[4,3-c]quinazolin-3-one). As a reaction SMILES: Cl[C:2]1[N:11]2[C:12](=[O:21])[N:13]([C:15]3[CH:20]=[CH:19][CH:18]=[CH:17][CH:16]=3)[N:14]=[C:10]2[C:9]2[CH:8]=[CH:7][CH:6]=[CH:5][C:4]=2[N:3]=1.C(N(CC)C(C)C)(C)C>C(O)C.C(Cl)(Cl)Cl.[Pd]>[C:15]1([N:13]2[C:12](=[O:21])[N:11]3[CH2:2][NH:3][C:4]4[CH:5]=[CH:6][CH:7]=[CH:8][C:9]=4[C:10]3=[N:14]2)[CH:16]=[CH:17][CH:18]=[CH:19][CH:20]=1. Procedure: A mixture of 5-chloro-2-phenyl-1,2,4triazolo[4,3-c]-quinazolin-3-one (1g, 3.4 mmol), N,N-diisopropylethylamine (1 ml, 6.7 mmol) and 10% Pd-C (200 mg) in ethanol was shaken under hydrogen at 50 psi overnight. The reaction was diluted with CHCl3 and filtered through Celite. The filtrate was evaporated under reduced pressure and the residue dissolved in dichloromethane. The solution was washed with water, dried over Na2SO4 and evaporated under reduced pressure to yield 2-phenyl-5,6-dihydro-1,2,4-tr... The reactants are BrCc1ccccc1, CCO, Cc1cnc2c(Cl)cc(Cl)c(O)c2n1, [K+], [OH-]. Product: Cc1cnc2c(Cl)cc(Cl)c(OCc3ccccc3)c2n1. RXN SMILES: [Br:15][CH2:16][c:17]1[cH:18][cH:19][cH:20][cH:21][cH:22]1.[CH3:25][CH2:26][OH:27].[Cl:1][c:2]1[c:3]([OH:14])[c:4]2[n:5][c:6]([CH3:13])[cH:7][n:8][c:9]2[c:10]([Cl:12])[cH:11]1.[K+:24].[OH-:23]>>[Cl:1][c:2]1[c:3]([O:14][CH2:16][c:17]2[cH:18][cH:19][cH:20][cH:21][cH:22]2)[c:4]2[n:5][c:6]([CH3:13])[cH:7][n:8][c:9]2[c:10]([Cl:12])[cH:11]1. Starting materials: [C-]#N.[K+] (Potassium cyanide), CS(=O)(=O)OCC1=NC(=C2N=CN(C2=N1)[C@@H]1O[C@@H]([C@H]([C@H]1O)O)COC)NCC(C1=CC=CC=C1)C1=CC=CC=C1 ({9-[(2R,3R,4S,5R)-3,4-dihydroxy-5-(methoxymethyl)tetrahydro-2-furanyl]-6-[(2,2-diphenylethyl)amino]-9H-purin-2-yl}methyl methanesulfonate). The solvent is CN(C=O)C (N,N-dimethylformamide). Run at temperature 70 celsius. Product: O[C@H]1[C@@H](O[C@@H]([C@H]1O)COC)N1C2=NC(=NC(=C2N=C1)NCC(C1=CC=CC=C1)C1=CC=CC=C1)CC#N (2-{9-[(2R,3R,4S,5R)-3,4-Dihydroxy-5-(methoxymethyl)tetrahydro-2-furanyl]-6-[(2,2-diphenylethyl)amino]-9H-purin-2-yl}acetonitrile). The yield is 63.6%. As a reaction SMILES: [C-:1]#[N:2].[K+].CS(O[CH2:9][C:10]1[N:18]=[C:17]2[C:13]([N:14]=[CH:15][N:16]2[C@H:19]2[C@H:23]([OH:24])[C@H:22]([OH:25])[C@@H:21]([CH2:26][O:27][CH3:28])[O:20]2)=[C:12]([NH:29][CH2:30][CH:31]([C:38]2[CH:43]=[CH:42][CH:41]=[CH:40][CH:39]=2)[C:32]2[CH:37]=[CH:36][CH:35]=[CH:34][CH:33]=2)[N:11]=1)(=O)=O>CN(C)C=O>[OH:24][C@@H:23]1[C@H:22]([OH:25])[C@@H:21]([CH2:26][O:27][CH3:28])[O:20][C@H:19]1[N:16]1[CH:15]=[N:14][C:13]2[C:17]1=[N:18][C:10]([CH2:9][C:1]#[N:2])=[N:11][C:12]=2[NH:29][CH2:30][CH:31]([C:32]1[CH:37]=[CH:36][CH:35]=[CH:34][CH:33]=1)[C:38]1[CH:39]=[CH:40][CH:41]=[CH:42][CH:43]=1 |f:0.1|. Procedure: Potassium cyanide (22 mg, 0.33 mmol) was added to a stirred solution of {9-[(2R,3R,4S,5R)-3,4-dihydroxy-5-(methoxymethyl)tetrahydro-2-furanyl]-6-[(2,2-diphenylethyl)amino]-9H-purin-2-yl}methyl methanesulfonate (130 mg, 0.22 mmol) (preparation 25) in N,N-dimethylformamide (3 ml). The reaction mixture was heated to 70° C. for 1.5 hr, allowed to cool to room temperature and then partitioned between diethyl ether and water. The aqueous layer was washed with diethyl ether. The combined organic soluti... Reactants: BrCc1ccccc1, O=[N+]([O-])c1ccc(O)c(Br)c1, O=C([O-])[O-], CCOC(C)=O, CN(C)C=O, [K+], [K+], O. Yields the product O=[N+]([O-])c1ccc(OCc2ccccc2)c(Br)c1. Reaction SMILES: [Br:12][CH2:13][c:14]1[cH:15][cH:16][cH:17][cH:18][cH:19]1.[Br:1][c:2]1[c:3]([OH:11])[cH:4][cH:5][c:6]([N+:8](=[O:9])[O-:10])[cH:7]1.[C:20](=[O:21])([O-:22])[O-:23].[CH3:26][CH2:27][O:28][C:29](=[O:30])[CH3:31].[CH3:32][N:33]([CH3:34])[CH:35]=[O:36].[K+:24].[K+:25].[OH2:37]>>[Br:1][c:2]1[c:3]([O:11][CH2:13][c:14]2[cH:15][cH:16][cH:17][cH:18][cH:19]2)[cH:4][cH:5][c:6]([N+:8](=[O:9])[O-:10])[cH:7]1.